Dataset: the Open Reaction Database (ORD), a public repository of structured organic reaction records. Task: describe an organic reaction: reactants, conditions, products, and yield The reactants are CN(C)c1ccc(N)cc1, CN1C(=O)C(N=C=S)N=C(c2ccccc2)c2cc(Cl)ccc21, ClCCl. Yields the product CN(C)c1ccc(NC(=S)NC2N=C(c3ccccc3)c3cc(Cl)ccc3N(C)C2=O)cc1. As a reaction SMILES: [CH3:24][N:25]([c:26]1[cH:27][cH:28][c:29]([NH2:32])[cH:30][cH:31]1)[CH3:33].[Cl:1][c:2]1[cH:3][cH:4][c:5]2[c:6]([cH:23]1)[C:7]([c:17]1[cH:18][cH:19][cH:20][cH:21][cH:22]1)=[N:8][CH:9]([N:14]=[C:15]=[S:16])[C:10](=[O:13])[N:11]2[CH3:12].[Cl:34][CH2:35][Cl:36]>>[Cl:1][c:2]1[cH:3][cH:4][c:5]2[c:6]([cH:23]1)[C:7]([c:17]1[cH:18][cH:19][cH:20][cH:21][cH:22]1)=[N:8][CH:9]([NH:14][C:15](=[S:16])[NH:32][c:29]1[cH:28][cH:27][c:26]([N:25]([CH3:24])[CH3:33])[cH:31][cH:30]1)[C:10](=[O:13])[N:11]2[CH3:12]. Reactants: CN(S(=O)(=O)N1C(=NC2=C1C=C(C=C2)C(=O)NN)N)C (1-dimethylaminosulfonyl-2-amino-6-benzimidazolecarboxylic acid hydrazide). Reagents/catalysts: [Ni] (Raney nickel). Product: CN(S(=O)(=O)N1C(=NC2=C1C=C(C=C2)C(=O)N)N)C (1-dimethylaminosulfonyl-2-amino-6-benzimidazolecarboxamide). As a reaction SMILES: [CH3:1][N:2]([CH3:20])[S:3]([N:6]1[C:10]2[CH:11]=[C:12]([C:15]([NH:17]N)=[O:16])[CH:13]=[CH:14][C:9]=2[N:8]=[C:7]1[NH2:19])(=[O:5])=[O:4]>[Ni]>[CH3:1][N:2]([CH3:20])[S:3]([N:6]1[C:10]2[CH:11]=[C:12]([C:15]([NH2:17])=[O:16])[CH:13]=[CH:14][C:9]=2[N:8]=[C:7]1[NH2:19])(=[O:4])=[O:5]. Reported procedure: The procedure of method B above was repeated with 2.5 g. of 1-dimethylaminosulfonyl-2-amino-6-benzimidazolecarboxylic acid hydrazide and 10 g. of Raney nickel to yield 1-dimethylaminosulfonyl-2-amino-6-benzimidazolecarboxamide, m.p. about 206°-208° C. A second crop was obtained from the mother liquors. Starting materials: CCO, [Cl-], [In], N#Cc1cc([N+](=O)[O-])ccc1-n1cncn1, [NH4+]. Yields the product N#Cc1cc(N)ccc1-n1cncn1. RXN SMILES: [CH3:20][CH2:21][OH:22].[Cl-:17].[In:19].[N+:1]([O-:2])(=[O:3])[c:4]1[cH:5][cH:6][c:7](-[n:12]2[n:13][cH:14][n:15][cH:16]2)[c:8]([C:9]#[N:10])[cH:11]1.[NH4+:18]>>[NH2:1][c:4]1[cH:5][cH:6][c:7](-[n:12]2[n:13][cH:14][n:15][cH:16]2)[c:8]([C:9]#[N:10])[cH:11]1. Product: O=C(NCC1CN(c2ccc(-n3cccc(CO)c3=O)c(C(F)(F)F)c2)C(=O)O1)c1ccc(Cl)s1. Reactants: CC(C)(C)[Si](OCc1cccn(-c2ccc(N3CC(CNC(=O)c4ccc(Cl)s4)OC3=O)cc2C(F)(F)F)c1=O)(c1ccccc1)c1ccccc1, C1CCOC1, CCCC[N+](CCCC)(CCCC)CCCC, [F-]. RXN SMILES: [C:1]([Si:2]([c:3]1[cH:4][cH:5][cH:41][cH:42][cH:43]1)([O:6][CH2:7][c:8]1[c:9](=[O:40])[n:10](-[c:14]2[c:15]([C:36]([F:37])([F:38])[F:39])[cH:16][c:17]([N:20]3[C:21](=[O:35])[O:22][CH:23]([CH2:25][NH:26][C:27](=[O:28])[c:29]4[s:30][c:31]([Cl:34])[cH:32][cH:33]4)[CH2:24]3)[cH:18][cH:19]2)[cH:11][cH:12][cH:13]1)[c:44]1[cH:45][cH:46][cH:47][cH:48][cH:49]1)([CH3:50])([CH3:51])[CH3:52].[CH2:71]1[O:72][CH2:73][CH2:74][CH2:75]1.[CH3:54][CH2:55][CH2:56][CH2:57][N+:58]([CH2:59][CH2:60][CH2:61][CH3:62])([CH2:63][CH2:64][CH2:65][CH3:66])[CH2:67][CH2:68][CH2:69][CH3:70].[F-:53]>>[OH:6][CH2:7][c:8]1[c:9](=[O:40])[n:10](-[c:14]2[c:15]([C:36]([F:37])([F:38])[F:39])[cH:16][c:17]([N:20]3[C:21](=[O:35])[O:22][CH:23]([CH2:25][NH:26][C:27](=[O:28])[c:29]4[s:30][c:31]([Cl:34])[cH:32][cH:33]4)[CH2:24]3)[cH:18][cH:19]2)[cH:11][cH:12][cH:13]1. Reactants: CCS(=O)CCCl, C1CCNCC1, [Na+], [OH-]. Product: CCS(=O)CCN1CCCCC1. Reaction SMILES: [CH2:1]([CH3:2])[S:3](=[O:4])[CH2:5][CH2:6][Cl:7].[CH2:8]1[CH2:9][CH2:10][NH:11][CH2:12][CH2:13]1.[Na+:15].[OH-:14]>>[CH2:1]([CH3:2])[S:3](=[O:4])[CH2:5][CH2:6][N:11]1[CH2:10][CH2:9][CH2:8][CH2:13][CH2:12]1. Reactants: ClCCCOC1=CC=C(C=C1)C=1SC=CN1 (2-[4-(3-chloropropoxy)phenyl]-1,3-thiazole), [I-].[Na+] (sodium iodide), CC1NCCC1 (2-methylpyrrolidine). Run in C(C)#N (acetonitrile), C(C)#N (acetonitrile). Run at temperature 85 celsius, time 8 hour. Product: CC1N(CCC1)CCCOC1=CC=C(C=C1)C=1SC=CN1 (2-{4-[3-(2-methylpyrrolidin-1-yl)propoxy]phenyl}-1,3-thiazole). The yield is 27.0%. Reaction SMILES: Cl[CH2:2][CH2:3][CH2:4][O:5][C:6]1[CH:11]=[CH:10][C:9]([C:12]2[S:13][CH:14]=[CH:15][N:16]=2)=[CH:8][CH:7]=1.[I-].[Na+].[CH3:19][CH:20]1[CH2:24][CH2:23][CH2:22][NH:21]1>C(#N)C>[CH3:19][CH:20]1[CH2:24][CH2:23][CH2:22][N:21]1[CH2:2][CH2:3][CH2:4][O:5][C:6]1[CH:11]=[CH:10][C:9]([C:12]2[S:13][CH:14]=[CH:15][N:16]=2)=[CH:8][CH:7]=1 |f:1.2|. Reported procedure: A solution of 2-[4-(3-chloropropoxy)phenyl]-1,3-thiazole i88 (120 mg, 1 eq, 0.47 mmol) in acetonitrile (1 ml) is added to a solution of sodium iodide (10 mg, 0.1 eq, 0.07 mmol) and 2-methylpyrrolidine (0.1 ml, 2 eq, 0.9 mmol) in acetonitrile (1 ml). The mixture is stirred at 85° C. overnight, filtered, washed with acetonitrile, and concentrated under reduced pressure. Purification of the residue by chromatography over silicagel (eluent: dichloromethane/methanol/ammonia 96/4/0.4) affords 40 mg of...